Task: describe an organic reaction: reactants, conditions, products, and yield. Dataset: the Open Reaction Database (ORD), a public repository of structured organic reaction records Reactants: O=C1CCc2cc(Br)ccc21, O=C([O-])O, CCO, Cl, [Na+], CON, c1ccncc1. Yields the product CON=C1CCc2cc(Br)ccc21. As a reaction SMILES: [Br:1][c:2]1[cH:3][c:4]2[c:8]([cH:9][cH:10]1)[C:7](=[O:11])[CH2:6][CH2:5]2.[C:22](=[O:23])([O-:24])[OH:25].[CH3:27][CH2:28][OH:29].[ClH:12].[Na+:26].[O:13]([CH3:14])[NH2:15].[cH:16]1[cH:17][cH:18][n:19][cH:20][cH:21]1>>[Br:1][c:2]1[cH:3][c:4]2[c:8]([cH:9][cH:10]1)[C:7](=[N:15][O:13][CH3:14])[CH2:6][CH2:5]2. Starting materials: C[Si]([N-][Si](C)(C)C)(C)C.[K+] (potassium hexamethyldisilazide), [Cl-].[NH4+] (ammonium chloride), N1(CC(CCC1)C(=O)OCC)C(=O)OC(C)(C)C (1-(1,1-Dimethylethyl) 3-ethyl 1,3-piperidinedicarboxylate), BrCC=C (3-bromo-1-propene). Solvent: O1CCCC1 (tetrahydrofuran), O (water), O1CCCC1 (tetrahydrofuran). Reaction conditions: temperature -78 celsius, time 30 minute. Product: C(C=C)C1(CN(CCC1)C(=O)OC(C)(C)C)C(=O)OCC ((RS)-1-(1,1-Dimethylethyl) 3-Ethyl 3-(2-Propenyl)-1,3-piperidinedicarboxylate). Isolated yield 90.5%. As a reaction SMILES: [N:1]1([C:12]([O:14][C:15]([CH3:18])([CH3:17])[CH3:16])=[O:13])[CH2:6][CH2:5][CH2:4][CH:3]([C:7]([O:9][CH2:10][CH3:11])=[O:8])[CH2:2]1.C[Si](C)(C)[N-][Si](C)(C)C.[K+].Br[CH2:30][CH:31]=[CH2:32].[Cl-].[NH4+]>O1CCCC1.O>[CH2:32]([C:3]1([C:7]([O:9][CH2:10][CH3:11])=[O:8])[CH2:4][CH2:5][CH2:6][N:1]([C:12]([O:14][C:15]([CH3:17])([CH3:16])[CH3:18])=[O:13])[CH2:2]1)[CH:31]=[CH2:30] |f:1.2,4.5|. Reported procedure: 1-(1,1-Dimethylethyl) 3-ethyl 1,3-piperidinedicarboxylate (12.85 g, 50 mmol) in tetrahydrofuran (50 mL) was added slowly to a stirred, cooled (−78° C.) solution of potassium hexamethyldisilazide (14.96 g, 75 mmol) in tetrahydrofuran (75 mL). The mixture was stirred at −78° C. for 30 minutes, then 3-bromo-1-propene (6.49 mL, 9.07 g, 75 mmol) was added dropwise over 5 minutes. The mixture was stirred at −78° C. for 1 hour, then saturated aqueous ammonium chloride (200 mL) and water (100 mL) were a... Reactants: [Cl-], Cl, Cl, CNC1C=Cc2cc([N+](=O)[O-])ccc2CC1, [NH4+], [OH-], O, O, O. Yields the product CNC1C=Cc2cc(N)ccc2CC1. Reaction SMILES: [Cl-:4].[ClH:1].[ClH:5].[N+:6]([O-:7])(=[O:8])[c:9]1[cH:10][cH:11][c:12]2[c:13]([cH:21]1)[CH:14]=[CH:15][CH:16]([NH:19][CH3:20])[CH2:17][CH2:18]2.[NH4+:22].[OH-:23].[OH2:24].[OH2:2].[OH2:3]>>[NH2:6][c:9]1[cH:10][cH:11][c:12]2[c:13]([cH:21]1)[CH:14]=[CH:15][CH:16]([NH:19][CH3:20])[CH2:17][CH2:18]2. Starting materials: [BH3-]C#N, CO, [Na+], O=C(CSCc1ccncc1)c1ccc([N+](=O)[O-])cc1. Yields the product O=[N+]([O-])c1ccc(C(O)CSCc2ccncc2)cc1. RXN SMILES: [C:21]([BH3-:22])#[N:23].[CH3:25][OH:26].[Na+:24].[cH:1]1[cH:2][c:3]([CH2:7][S:8][CH2:9][C:10](=[O:11])[c:12]2[cH:13][cH:14][c:15]([N+:18](=[O:19])[O-:20])[cH:16][cH:17]2)[cH:4][cH:5][n:6]1>>[cH:1]1[cH:2][c:3]([CH2:7][S:8][CH2:9][CH:10]([OH:11])[c:12]2[cH:13][cH:14][c:15]([N+:18](=[O:19])[O-:20])[cH:16][cH:17]2)[cH:4][cH:5][n:6]1. Reactants: N#Cc1ccccc1CBr, O=C([O-])[O-], CC(C)=O, CCCCCC, CCOC(C)=O, [Cs+], [Cs+], O=C1NCc2ccc(F)c(I)c21, C1COCCOCCOCCOCCOCCO1. The product is N#Cc1ccccc1CN1Cc2ccc(F)c(I)c2C1=O. RXN SMILES: [Br:13][CH2:14][c:15]1[c:16]([C:21]#[N:22])[cH:17][cH:18][cH:19][cH:20]1.[C:23](=[O:24])([O-:25])[O-:26].[CH3:47][C:48](=[O:49])[CH3:50].[CH3:51][CH2:52][CH2:53][CH2:54][CH2:55][CH3:56].[CH3:57][CH2:58][O:59][C:60](=[O:61])[CH3:62].[Cs+:27].[Cs+:28].[F:1][c:2]1[cH:3][cH:4][c:5]2[c:9]([c:10]1[I:11])[C:8](=[O:12])[NH:7][CH2:6]2.[O:29]1[CH2:30][CH2:31][O:32][CH2:33][CH2:34][O:35][CH2:36][CH2:37][O:38][CH2:39][CH2:40][O:41][CH2:42][CH2:43][O:44][CH2:45][CH2:46]1>>[F:1][c:2]1[cH:3][cH:4][c:5]2[c:9]([c:10]1[I:11])[C:8](=[O:12])[N:7]([CH2:14][c:15]1[c:16]([C:21]#[N:22])[cH:17][cH:18][cH:19][cH:20]1)[CH2:6]2. Reactants: OO (hydrogen peroxide), C(C1=CC=CC=C1)[C@@H]1N(C(OC1)=O)C([C@@H](CC=C)CCCCCCC)=O ((4S)-4-Benzyl-3-((2R)-2-heptyl-pent-4-enoyl)oxazolidin-2-one), LiOH-. The solvent is C1CCOC1.O (THF H2O). Reaction conditions: temperature 0 celsius, time 1.5 hour. Yields the product C(CCCCCC)[C@@H](C(=O)O)CC=C ((2R)-2-Heptyl-pent-4-enoic acid). Yield: 91.0%. RXN SMILES: C([C@H]1COC(=O)N1[C:14](=[O:26])[C@H:15]([CH2:19][CH2:20][CH2:21][CH2:22][CH2:23][CH2:24][CH3:25])[CH2:16][CH:17]=[CH2:18])C1C=CC=CC=1.[OH:27]O>C1COCC1.O>[CH2:19]([C@H:15]([CH2:16][CH:17]=[CH2:18])[C:14]([OH:26])=[O:27])[CH2:20][CH2:21][CH2:22][CH2:23][CH2:24][CH3:25] |f:2.3|. Procedure: To a solution of 8.69 g (0.024 mol) of the product from Example 3 in 425 mL of THF/H2O (3:1), cooled to 0 degrees, was added 10.8 mL (0.097 mol) of 30% hydrogen peroxide solution followed by 2.03 g (0.049 mol) of LiOH--H2O. The resulting solution was stirred at 0° C. for 1.5 h and then quenched with a solution of 15.4 g of sodium sulfite in 100 mL of H2O. The reaction mixture was then acidified to pH 3 with aqueous HCl and extracted with EtOAc. The combined organic layers were washed with water ... The reactants are O1N=C(CC12CCCCC2)C=O (1-Oxa-2-aza-spiro[4.5]dec-2-ene-3-carbaldehyde), FC1=C(C=CC=C1)C1=CC(=C(C(=C1)C)N)N (2′-Fluoro-5-methyl-biphenyl-3,4-diamine). Solvent: CCO (EtOH). Reaction conditions: temperature 80 celsius. Yields the product CC1=CC(=CC2=C1NC(=N2)C2=NOC1(C2)CCCCC1)C1=C(C=CC=C1)F (3-[7-Methyl-5-(2-fluorophenyl)-1H-benzimidazol-2-yl]-1-oxa-2-aza-spiro[4.5]dec-2-ene). Yield: 44.0%. As a reaction SMILES: [O:1]1[C:5]2([CH2:10][CH2:9][CH2:8][CH2:7][CH2:6]2)[CH2:4][C:3]([CH:11]=O)=[N:2]1.[F:13][C:14]1[CH:19]=[CH:18][CH:17]=[CH:16][C:15]=1[C:20]1[CH:25]=[C:24]([CH3:26])[C:23]([NH2:27])=[C:22]([NH2:28])[CH:21]=1>CCO>[CH3:26][C:24]1[C:23]2[NH:27][C:11]([C:3]3[CH2:4][C:5]4([CH2:10][CH2:9][CH2:8][CH2:7][CH2:6]4)[O:1][N:2]=3)=[N:28][C:22]=2[CH:21]=[C:20]([C:15]2[CH:16]=[CH:17][CH:18]=[CH:19][C:14]=2[F:13])[CH:25]=1. Procedure: 1-Oxa-2-aza-spiro[4.5]dec-2-ene-3-carbaldehyde (167 mg, 1.00 mmol, as prepared in Example 19, step B) was placed in a 25 mL round-bottom flask equipped with a magnetic stir bar. 2′-Fluoro-5-methyl-biphenyl-3,4-diamine (218 mg, 1.01 mmol, as prepared in the previous step) was added as a solution in EtOH (10 mL). The flask was fitted with a reflux condenser (top open to air), and the mixture was heated to 80° C. for 6 h. The cooled mixture was concentrated under reduced pressure. The residue was p... Reactants: Cl (hydrochloric acid), BrC=1C=CC(=C(C1)C(C=1SC2=C(C1)C=CC=C2)Cl)F (2-[(5-bromo-2-fluorophenyl)(chloro)methyl]-1-benzothiophene), [BH4-].[Na+] (sodium borohydride), [OH-].[Na+] (sodium hydroxide). Run in O (water), C1(=CC=CC=C1)C (toluene), O (water), O1CCOCC1 (dioxane), O1CCOCC1 (dioxane). Run at temperature 56 celsius, time 39 hour. The product is BrC=1C=CC(=C(CC=2SC3=C(C2)C=CC=C3)C1)F (2-(5-bromo-2-fluorobenzyl)-1-benzothiophene). Yield: 75.0%. RXN SMILES: [Br:1][C:2]1[CH:3]=[CH:4][C:5]([F:19])=[C:6]([CH:8](Cl)[C:9]2[S:10][C:11]3[CH:17]=[CH:16][CH:15]=[CH:14][C:12]=3[CH:13]=2)[CH:7]=1.[BH4-].[Na+].[OH-].[Na+].Cl>O.C1(C)C=CC=CC=1.O1CCOCC1>[Br:1][C:2]1[CH:3]=[CH:4][C:5]([F:19])=[C:6]([CH:7]=1)[CH2:8][C:9]1[S:10][C:11]2[CH:17]=[CH:16][CH:15]=[CH:14][C:12]=2[CH:13]=1 |f:1.2,3.4|. Procedure: A dioxane (1.1 liters) solution of 2-[(5-bromo-2-fluorophenyl)(chloro)methyl]-1-benzothiophene (551 g) was added to a dioxane (3.3 liters)-water (1.6 liters) solution of sodium borohydride (410 g) and sodium hydroxide (31 g) at 60 to 66° C., followed by stirring at 52 to 60° C. for 39 hours. To the reaction mixture was added toluene (5.5 liter), water (3.8 liters) and 36% hydrochloric acid (620 ml) to conduct extraction. The organic layer was subjected to distillation under reduced pressure to d... Starting materials: Nc1c([N+](=O)[O-])cc(Br)c2c1CN(CCc1ccccc1)CC2, C1CCOC1. The product is Nc1cc(Br)c2c(c1N)CN(CCc1ccccc1)CC2. As a reaction SMILES: [Br:1][c:2]1[c:3]2[c:8]([c:9]([NH2:15])[c:10]([N+:12]([O-:13])=[O:14])[cH:11]1)[CH2:7][N:6]([CH2:16][CH2:17][c:18]1[cH:19][cH:20][cH:21][cH:22][cH:23]1)[CH2:5][CH2:4]2.[CH2:24]1[O:25][CH2:26][CH2:27][CH2:28]1>>[Br:1][c:2]1[c:3]2[c:8]([c:9]([NH2:15])[c:10]([NH2:12])[cH:11]1)[CH2:7][N:6]([CH2:16][CH2:17][c:18]1[cH:19][cH:20][cH:21][cH:22][cH:23]1)[CH2:5][CH2:4]2. The product is N=C(NO)c1cccc2cnccc12. The reactants are O=C([O-])O, CCO, Cl, NO, [Na+], N#Cc1cccc2cnccc12. Reaction SMILES: [C:16](=[O:17])([OH:18])[O-:19].[CH3:21][CH2:22][OH:23].[ClH:13].[NH2:14][OH:15].[Na+:20].[cH:1]1[n:2][cH:3][cH:4][c:5]2[c:6]([C:11]#[N:12])[cH:7][cH:8][cH:9][c:10]12>>[cH:1]1[n:2][cH:3][cH:4][c:5]2[c:6]([C:11](=[NH:12])[NH:14][OH:15])[cH:7][cH:8][cH:9][c:10]12.